This data is from the Open Reaction Database (ORD), a public repository of structured organic reaction records. The task is: describe an organic reaction: reactants, conditions, products, and yield Starting materials: CCOC(=O)OC(C)Br, O=C([O-])O, CC#N, CC1(C)SC2C(NC(=O)C(N)c3ccccc3)C(=O)N2C1C(=O)O, [K], [Na+]. Yields the product CCOC(=O)OC(C)OC(=O)C1N2C(=O)C(NC(=O)C(N)c3ccccc3)C2SC1(C)C. RXN SMILES: [C:26]([O:27][CH:28]([CH3:29])[Br:30])([O:31][CH2:32][CH3:33])=[O:34].[C:35](=[O:36])([OH:37])[O-:38].[CH3:40][C:41]#[N:42].[CH:1]12[S:2][C:3]([CH3:4])([CH3:5])[CH:6]([C:22]([OH:23])=[O:24])[N:7]1[C:8](=[O:9])[CH:10]2[NH:11][C:12](=[O:13])[CH:14]([NH2:15])[c:16]1[cH:17][cH:18][cH:19][cH:20][cH:21]1.[K:25].[Na+:39]>>[CH:1]12[S:2][C:3]([CH3:4])([CH3:5])[CH:6]([C:22]([O:23][CH:28]([O:27][C:26]([O:31][CH2:32][CH3:33])=[O:34])[CH3:29])=[O:24])[N:7]1[C:8](=[O:9])[CH:10]2[NH:11][C:12](=[O:13])[CH:14]([NH2:15])[c:16]1[cH:17][cH:18][cH:19][cH:20][cH:21]1. Yields the product COCCCN(C)c1n[nH]c2ccc(C3OCCCO3)cc12. Reaction SMILES: [CH2:53]1[O:54][CH2:55][CH2:56][CH2:57]1.[CH3:32][CH2:33][CH2:34][CH2:35][N+:36]([CH2:37][CH2:38][CH2:39][CH3:40])([CH2:41][CH2:42][CH2:43][CH3:44])[CH2:45][CH2:46][CH2:47][CH3:48].[F-:31].[NH2:49][CH2:50][CH2:51][NH2:52].[O:1]1[CH:2]([c:7]2[cH:8][c:9]3[c:10]([N:24]([CH3:25])[CH2:26][CH2:27][CH2:28][O:29][CH3:30])[n:11][n:12]([CH2:16][O:17][CH2:18][CH2:19][Si:20]([CH3:21])([CH3:22])[CH3:23])[c:13]3[cH:14][cH:15]2)[O:3][CH2:4][CH2:5][CH2:6]1>>[O:1]1[CH:2]([c:7]2[cH:8][c:9]3[c:10]([N:24]([CH3:25])[CH2:26][CH2:27][CH2:28][O:29][CH3:30])[n:11][nH:12][c:13]3[cH:14][cH:15]2)[O:3][CH2:4][CH2:5][CH2:6]1. The reactants are C1CCOC1, CCCC[N+](CCCC)(CCCC)CCCC, [F-], NCCN, COCCCN(C)c1nn(COCC[Si](C)(C)C)c2ccc(C3OCCCO3)cc12.